Dataset: the Open Reaction Database (ORD), a public repository of structured organic reaction records. Task: describe an organic reaction: reactants, conditions, products, and yield Starting materials: [Al+3], Cc1ccsc1Br, COC(Cl)Cl, [Cl-], [Cl-], [Cl-], ClCCl, Cl, O. Product: Cc1cc(C=O)sc1Br. RXN SMILES: [Al+3:2].[Br:5][c:6]1[s:7][cH:8][cH:9][c:10]1[CH3:11].[CH3:12][O:13][CH:14]([Cl:15])[Cl:16].[Cl-:1].[Cl-:3].[Cl-:4].[Cl:18][CH2:19][Cl:20].[ClH:17].[OH2:21]>>[Br:5][c:6]1[s:7][c:8]([CH:12]=[O:13])[cH:9][c:10]1[CH3:11]. Starting materials: C(C)(C)(C)OC([C@H](CNC(=O)C=1SC(=CC1)CCC(=O)OC)NC(=O)OCC12CC3CC(CC(C1)C3)C2)=O ((2S)-2-(1-Adamantylmethoxycarbonylamino)-3-((5-(2-methoxycarbonyl-ethyl)-thiophene-2-carbonyl)-amino)-propionic Acid tert-Butyl Ester), NC=1NCCCN1 (2-amino-1,4,5,6-tetrahydropyrimidine). Solvent: CN(C=O)C (dimethylformamide). Run at time 5 hour. Yields the product C(C)(C)(C)OC([C@H](CNC(=O)C=1SC(=CC1)CCC(NC=1NCCCN1)=O)NC(=O)OCC12CC3CC(CC(C1)C3)C2)=O ((2S)-2-(1-Adamantylmethoxycarbonylamino)-3-((5-(2-(1,4,5,6-tetrahydropyrimidin-2-ylcarbamoyl)-ethyl)-thiophene-2-carbonyl)-amino)-propionic Acid tert-Butyl Ester). Isolated yield 71.5%. RXN SMILES: [C:1]([O:5][C:6](=[O:38])[C@@H:7]([NH:23][C:24]([O:26][CH2:27][C:28]12[CH2:37][CH:32]3[CH2:33][CH:34]([CH2:36][CH:30]([CH2:31]3)[CH2:29]1)[CH2:35]2)=[O:25])[CH2:8][NH:9][C:10]([C:12]1[S:13][C:14]([CH2:17][CH2:18][C:19]([O:21]C)=O)=[CH:15][CH:16]=1)=[O:11])([CH3:4])([CH3:3])[CH3:2].[NH2:39][C:40]1[NH:41][CH2:42][CH2:43][CH2:44][N:45]=1>CN(C)C=O>[C:1]([O:5][C:6](=[O:38])[C@@H:7]([NH:23][C:24]([O:26][CH2:27][C:28]12[CH2:29][CH:30]3[CH2:36][CH:34]([CH2:33][CH:32]([CH2:31]3)[CH2:37]1)[CH2:35]2)=[O:25])[CH2:8][NH:9][C:10]([C:12]1[S:13][C:14]([CH2:17][CH2:18][C:19](=[O:21])[NH:39][C:40]2[NH:45][CH2:44][CH2:43][CH2:42][N:41]=2)=[CH:15][CH:16]=1)=[O:11])([CH3:3])([CH3:4])[CH3:2]. Procedure: 1.37 g (2.5 mmol) of the product obtained in step b) were dissolved in 12 ml of anhydrous dimethylformamide, and after addition of 1.24 g of 2-amino-1,4,5,6-tetrahydropyrimidine the mixture was stirred at room temperature for 5 hours. The solvent was removed in vacuo and the residue was chromatographed (silica gel; ethyl acetate/methanol (1/1; v/v)) to give 1.1 g of the title compound. Reactants: FC1=CC=C(COC2=CC(=C(N)C=C2)[N+](=O)[O-])C=C1 (4-(4-fluoro-benzyloxy)-2-nitro-aniline), FC1=CC=C(COC2=CC(=C(C=C2)[N+](=O)[O-])[N+](=O)[O-])C=C1 (4-(4-Fluoro-benzyloxy)-1,2-dinitrobenzene). Reagents/catalysts: [Ni] (Raney Nickel). Solvent: CO (methanol). Reaction conditions: time 5 hour. Yields the product FC1=CC=C(COC=2C=C(C(=CC2)N)N)C=C1 (4-(4-fluorobenzyloxy)benzene-1,2-diamine). As a reaction SMILES: [F:1][C:2]1[CH:19]=[CH:18][C:5]([CH2:6][O:7][C:8]2[CH:14]=[CH:13][C:11]([NH2:12])=[C:10]([N+:15]([O-])=O)[CH:9]=2)=[CH:4][CH:3]=1.FC1C=CC(COC2C=CC([N+]([O-])=O)=C([N+]([O-])=O)C=2)=CC=1>CO.[Ni]>[F:1][C:2]1[CH:19]=[CH:18][C:5]([CH2:6][O:7][C:8]2[CH:9]=[C:10]([NH2:15])[C:11]([NH2:12])=[CH:13][CH:14]=2)=[CH:4][CH:3]=1. Procedure details: 10 g of 4-(4-fluoro-benzyloxy)-2-nitro-aniline or 4-(4-Fluoro-benzyloxy)-1,2-dinitrobenzene was dissolved in 800 ml of methanol and 2 g of Raney Nickel was added. The resulting mixture was hydrogenated at room temperature under regular pressure for 5 hours. The reaction mixture was filtered with celite and washed with methanol. The filtrate was evaporated in vacuo to dryness to give the brown product, which gradually become black, in a quantitative yield. Reactants: O=[Si]=O (quartz sand), alcohol, C1(=CC=C(C=C1)S(=O)(=O)O)C (paratoluenesulphonic acid), [O-2].[Mg+2] (magnesium oxide), phenol formaldehyde resin. Product: C1(=CC=CC=C1)O (phenol), C=O (formaldehyde). As a reaction SMILES: O=[Si]=O.[C:4]1(C)[CH:9]=[CH:8][C:7](S(O)(=O)=O)=[CH:6][CH:5]=1.[O-2:15].[Mg+2]>>[C:4]1([OH:15])[CH:9]=[CH:8][CH:7]=[CH:6][CH:5]=1.[CH2:4]=[O:15] |f:2.3|. Procedure details: 100 parts by weight of quartz sand were mixed with 65% aqueous-alcohol solution of paratoluenesulphonic acid amounting to 1.2% by weight of the sand, and with phenol formaldehyde resin taken in an amount of 2% by weight of the sand and produced by condensing 1 mole of phenol and 1.2 moles of formaldehyde in the presence of magnesium oxide at a condensing temperature of 70°-75° C. Reactants: CC(C)(C)OC(=O)CBr, O=C([O-])[O-], CN(C)C=O, CCOC(C)=O, [K+], [K+], O=[N+]([O-])c1ccc(O)cc1. Product: CC(C)(C)OC(=O)COc1ccc([N+](=O)[O-])cc1. RXN SMILES: [Br:11][CH2:12][C:13](=[O:14])[O:15][C:16]([CH3:17])([CH3:18])[CH3:19].[C:20](=[O:21])([O-:22])[O-:23].[CH3:26][N:27]([CH3:28])[CH:29]=[O:30].[CH3:31][CH2:32][O:33][C:34](=[O:35])[CH3:36].[K+:24].[K+:25].[OH:1][c:2]1[cH:3][cH:4][c:5]([N+:8]([O-:9])=[O:10])[cH:6][cH:7]1>>[O:1]([c:2]1[cH:3][cH:4][c:5]([N+:8]([O-:9])=[O:10])[cH:6][cH:7]1)[CH2:12][C:13](=[O:14])[O:15][C:16]([CH3:17])([CH3:18])[CH3:19]. Starting materials: ( I ), BrC=1C=C2C(=CC(NC2=CC1)(C)C)N1C(CCC1)=O (6-bromo-2,2-dimethyl-4-(2-oxo-1-pyrrolidinyl)-1,2-dihydroquinoline), C(#N)C=1C=C2C(=CC(NC2=CC1)(C)C)N1C(CCC1)=O (6-cyano-2,2-dimethyl-4-(2-oxo-1-pyrrolidinyl)-1,2-dihydroquinoline). Product: CC1(NC2=CC=C(C=C2[C@H]([C@@H]1O)N1C(CCC1)=O)Br)C (trans-2,2-dimethyl-6-bromo-4-(2-oxo-1-pyrrolidinyl)-1,2,3,4-tetrahydroquinolin-3-ol). As a reaction SMILES: [Br:1][C:2]1[CH:3]=[C:4]2[C:9](=[CH:10][CH:11]=1)[NH:8][C:7]([CH3:13])([CH3:12])[CH:6]=[C:5]2[N:14]1[CH2:18][CH2:17][CH2:16][C:15]1=[O:19].C(C1C=C2C(=CC=1)NC(C)(C)C=C2N1CCCC1=[O:39])#N>>[CH3:13][C:7]1([CH3:12])[C@@H:6]([OH:39])[C@H:5]([N:14]2[CH2:18][CH2:17][CH2:16][C:15]2=[O:19])[C:4]2[C:9](=[CH:10][CH:11]=[C:2]([Br:1])[CH:3]=2)[NH:8]1. Reported procedure: A method according to claim 11, wherein the compound of formula (I) is 6-bromo-2,2-dimethyl-4-(2-oxo-1-pyrrolidinyl)-1,2-dihydroquinoline or 6-cyano-2,2-dimethyl-4-(2-oxo-1-pyrrolidinyl)-1,2-dihydroquinoline. Starting materials: CNC(=O)C(NC(=O)C(CC(=O)OCc1ccccc1)n1ccc(-c2ccccc2)c1)C(C)(C)C, CNC(=O)C(NC(=O)C(CC(=O)OCc1ccccc1)NC(=O)OC(C)(C)C)C(C)(C)C, NC(=O)c1ccc(-c2ccc(-c3ccn(C(CC(=O)O)C(=O)NC(CO)Cc4ccccc4)c3)cc2)cc1, ClCCCl. Product: CNC(=O)C(NC(=O)C(CC(=O)OCc1ccccc1)n1ccc(-c2ccc(-c3ccc(C(N)=O)cc3)cc2)c1)C(C)(C)C. Reaction SMILES: [CH2:1]([c:2]1[cH:3][cH:4][cH:5][cH:6][cH:7]1)[O:8][C:9]([CH2:10][CH:11]([C:12](=[O:13])[NH:14][CH:15]([C:16]([CH3:17])([CH3:18])[CH3:19])[C:20]([NH:21][CH3:22])=[O:23])[n:24]1[cH:25][c:26](-[c:29]2[cH:30][cH:31][cH:32][cH:33][cH:34]2)[cH:27][cH:28]1)=[O:35].[CH2:36]([O:37][C:38](=[O:39])[CH2:40][CH:41]([NH:42][C:43]([O:44][C:45]([CH3:46])([CH3:47])[CH3:48])=[O:49])[C:50]([NH:51][CH:52]([C:53](=[O:54])[NH:55][CH3:56])[C:57]([CH3:58])([CH3:59])[CH3:60])=[O:61])[c:62]1[cH:63][cH:64][cH:65][cH:66][cH:67]1.[CH2:68]([CH:69]([NH:70][C:71](=[O:72])[CH:73]([n:74]1[cH:75][cH:76][c:77](-[c:78]2[cH:79][cH:80][c:81](-[c:96]3[cH:97][cH:98][c:99]([C:102]([NH2:103])=[O:104])[cH:100][cH:101]3)[cH:82][cH:83]2)[cH:84]1)[CH2:85][C:86]([OH:87])=[O:88])[CH2:89][OH:90])[c:91]1[cH:92][cH:93][cH:94][cH:95][cH:105]1.[Cl:106][CH2:107][CH2:108][Cl:109]>>[CH2:1]([c:2]1[cH:3][cH:4][cH:5][cH:6][cH:7]1)[O:8][C:9]([CH2:10][CH:11]([C:12](=[O:13])[NH:14][CH:15]([C:16]([CH3:17])([CH3:18])[CH3:19])[C:20]([NH:21][CH3:22])=[O:23])[n:24]1[cH:25][c:26](-[c:29]2[cH:30][cH:31][c:32](-[c:96]3[cH:97][cH:98][c:99]([C:102]([NH2:103])=[O:104])[cH:100][cH:101]3)[cH:33][cH:34]2)[cH:27][cH:28]1)=[O:35]. Starting materials: C([O-])(O)=O.[Na+] (Sodium bicarbonate), Cl.C(C)OC(CC(=O)OCC)=N (ethyl 3-ethoxy-3-iminopropanoate hydrochloride), N1N=CC=C1N (1H-pyrazol-5-amine). Run in ice, C(C)(=O)OCC (ethyl acetate), C(C)O (ethanol). The product is NC=1NC=2N(C(C1)=O)N=CC2 (5-aminopyrazolo[1,5-a]pyrimidin-7(4H)-one). RXN SMILES: C(=O)(O)[O-].[Na+].Cl.C(O[C:10](=[NH:17])[CH2:11][C:12](OCC)=[O:13])C.[NH:18]1[C:22]([NH2:23])=[CH:21][CH:20]=[N:19]1>C(OCC)(=O)C.C(O)C>[NH2:17][C:10]1[NH:23][C:22]2[N:18]([N:19]=[CH:20][CH:21]=2)[C:12](=[O:13])[CH:11]=1 |f:0.1,2.3|. Procedure: Sodium bicarbonate (3.9 g, 46.2 mmol) is added in small portions to a mixture of ethyl 3-ethoxy-3-iminopropanoate hydrochloride (Z-1) (8.6 g, 44.0 mmol) in crushed ice (100 g) and ethyl acetate (50 mL) until the pH value reaches 8-9. The organic layer is separated and the aqueous layer was extracted with ethyl acetate (2×50 mL). The combined organic layers are dried over anhydrous MgSO4 and filtered. The filtrate is concentrated in vacuo to afford a colourless oil which is added to a solution of... The reactants are CC(C)(C)OC(=O)N1CCc2ccc(C(=O)O)cc2C1, CCOC(=O)N1CCn2c(nc(-c3ccncc3)cc2=O)C(N)C1, O=C(O)c1ccccn1. Product: CCOC(=O)N1CCn2c(nc(-c3ccncc3)cc2=O)C(NC(=O)c2ccc3c(c2)CN(C(=O)OC(C)(C)C)CC3)C1. Reaction SMILES: [C:25]([CH3:26])([CH3:27])([CH3:28])[O:29][C:30](=[O:31])[N:32]1[CH2:33][c:34]2[cH:35][c:36]([C:42](=[O:43])[OH:44])[cH:37][cH:38][c:39]2[CH2:40][CH2:41]1.[CH2:1]([CH3:2])[O:3][C:4](=[O:5])[N:6]1[CH2:7][CH2:8][n:9]2[c:10]([n:14][c:15](-[c:19]3[cH:20][cH:21][n:22][cH:23][cH:24]3)[cH:16][c:17]2=[O:18])[CH:11]([NH2:13])[CH2:12]1.[n:45]1[cH:46][cH:47][cH:48][cH:49][c:50]1[C:51]([OH:52])=[O:53]>>[CH2:1]([CH3:2])[O:3][C:4](=[O:5])[N:6]1[CH2:7][CH2:8][n:9]2[c:10]([n:14][c:15](-[c:19]3[cH:20][cH:21][n:22][cH:23][cH:24]3)[cH:16][c:17]2=[O:18])[CH:11]([NH:13][C:42]([c:36]2[cH:35][c:34]3[c:39]([cH:38][cH:37]2)[CH2:40][CH2:41][N:32]([C:30]([O:29][C:25]([CH3:26])([CH3:27])[CH3:28])=[O:31])[CH2:33]3)=[O:43])[CH2:12]1. Starting materials: amine, C(C(=O)O)(=O)O (oxalic acid), ClC1=CC(=C(C#N)C=C1)O[C@H](CCCI)C1=CC=CC=C1 (4-Chloro-2-[[(1R)-4-iodo-1-phenylbutyl]oxy]benzonitrile), CN (methylamine). Run in CO (methanol), CO (methanol), O1CCCC1 (tetrahydrofuran). The product is C(C(=O)O)(=O)O.ClC1=CC(=C(C#N)C=C1)O[C@H](CCCNC)C1=CC=CC=C1 (4-Chloro-2-[[(1R)-4-(methylamino)-1-phenylbutyl]oxy]benzonitrile ethanedioate). Reaction SMILES: [Cl:1][C:2]1[CH:9]=[CH:8][C:5]([C:6]#[N:7])=[C:4]([O:10][C@@H:11]([C:16]2[CH:21]=[CH:20][CH:19]=[CH:18][CH:17]=2)[CH2:12][CH2:13][CH2:14]I)[CH:3]=1.[C:22]([OH:27])(=[O:26])[C:23]([OH:25])=[O:24].[CH3:28][NH2:29]>O1CCCC1.CO>[C:22]([OH:27])(=[O:26])[C:23]([OH:25])=[O:24].[Cl:1][C:2]1[CH:9]=[CH:8][C:5]([C:6]#[N:7])=[C:4]([O:10][C@@H:11]([C:16]2[CH:21]=[CH:20][CH:19]=[CH:18][CH:17]=2)[CH2:12][CH2:13][CH2:14][NH:29][CH3:28])[CH:3]=1 |f:5.6|. Procedure details: A solution of the product from step (c) (286 mg) in 40% aqueous methylamine (1 ml) and tetrahydrofuran (10 ml) was stirred for 6 h. The solvent was removed in vacuo and the residue dissolved in water and extracted with ethyl acetate (three times). The combined organic extracts were washed with water, dried (magnesium sulphate) and evaporated to give an oil. To a solution of this amine in methanol (10 ml) was added a solution of oxalic acid (57 mg) in methanol. The solvent was removed in vacuo an...